From a dataset of the Open Reaction Database (ORD), a public repository of structured organic reaction records. describe an organic reaction: reactants, conditions, products, and yield Reactants: C(C)(C)(C)ON=C1C=C(OC2=CC=C(C=C12)OCCCl)C1=CC=2N(C=N1)C=CC2 (6-(2-chloro-ethoxy)-2-pyrrolo[1,2-c]pyrimidin-3-yl-chromen-4-one O-tert-butyl oxime), CN1CCNCC1 (4-methyl-piperazine). The product is Cl.Cl.CN1CCN(CC1)CCOC=1C=C2C(C=C(OC2=CC1)C1=CC=2N(C=N1)C=CC2)=NO (6-[2-(4-methyl-piperazin-1-yl)-ethoxy]-2-pyrrolo[1,2-c]pyrimidin-3-yl-chromen-4-one oxime, dihydrochloride). As a reaction SMILES: C([O:5][N:6]=[C:7]1[C:16]2[C:11](=[CH:12][CH:13]=[C:14]([O:17][CH2:18][CH2:19][Cl:20])[CH:15]=2)[O:10][C:9]([C:21]2[N:26]=[CH:25][N:24]3[CH:27]=[CH:28][CH:29]=[C:23]3[CH:22]=2)=[CH:8]1)(C)(C)C.[CH3:30][N:31]1[CH2:36][CH2:35][NH:34][CH2:33][CH2:32]1>>[ClH:20].[ClH:20].[CH3:30][N:31]1[CH2:36][CH2:35][N:34]([CH2:19][CH2:18][O:17][C:14]2[CH:15]=[C:16]3[C:11](=[CH:12][CH:13]=2)[O:10][C:9]([C:21]2[N:26]=[CH:25][N:24]4[CH:27]=[CH:28][CH:29]=[C:23]4[CH:22]=2)=[CH:8][C:7]3=[N:6][OH:5])[CH2:33][CH2:32]1 |f:2.3.4|. Reported procedure: 6-[2-(4-methyl-piperazin-1-yl)-ethoxy]-2-pyrrolo[1,2-c]pyrimidin-3-yl-chromen-4-one oxime, dihydrochloride was prepared in 26% overall yield using the method described in example 87, starting from 6-(2-chloro-ethoxy)-2-pyrrolo[1,2-c]pyrimidin-3-yl-chromen-4-one O-tert-butyl oxime (example 87B) and 4-methyl-piperazine. The reactants are ClC1=CC=C(C(C2=CC=C(C=C2)CS(=O)(=O)C(F)(F)F)NNC(=O)OC)C=C1 (N-(4-chloro-4'-trifluoromethylsulfonylmethylbenzhydryl) -N'-methoxycarbonylhydrazine), Cl (hydrochloric acid). Run in CO (methanol). Product: Cl.ClC1=CC=C(C(C2=CC=C(C=C2)CS(=O)(=O)C(F)(F)F)NNC(=O)OC)C=C1 (N-(4-Chloro-4'-trifluoromethylsulfonylmethylbenzhydryl)-N'-methoxycarbonylhydrazine Hydrochloride), powder. Yield: 91.5%. As a reaction SMILES: [Cl:1][C:2]1[CH:28]=[CH:27][C:5]([CH:6]([NH:21][NH:22][C:23]([O:25][CH3:26])=[O:24])[C:7]2[CH:12]=[CH:11][C:10]([CH2:13][S:14]([C:17]([F:20])([F:19])[F:18])(=[O:16])=[O:15])=[CH:9][CH:8]=2)=[CH:4][CH:3]=1.Cl>CO>[ClH:1].[Cl:1][C:2]1[CH:3]=[CH:4][C:5]([CH:6]([NH:21][NH:22][C:23]([O:25][CH3:26])=[O:24])[C:7]2[CH:12]=[CH:11][C:10]([CH2:13][S:14]([C:17]([F:20])([F:19])[F:18])(=[O:15])=[O:16])=[CH:9][CH:8]=2)=[CH:27][CH:28]=1 |f:3.4|. Reported procedure: N-(4-chloro-4'-trifluoromethylsulfonylmethylbenzhydryl) -N'-methoxycarbonylhydrazine (1.6 g) was added to methanol (80 ml), and hydrochloric acid (3 ml) was added thereto with stirring at room temperature. The mixture was gradually heated to the reflux temperature and stirred for 2 hours under reflux, and then it was left to cool. The solvent was distilled off under reduced pressure to obtain the desired product as a slightly yellow powder (1.6 g, melting point: 52° to 54° C., yield: 91.5%). Reactants: Cl.S1CNC(CC1)C(=O)OCC (ethyl 3,4,5,6-tetrahydro-2H-1,3-thiazine-4-carboxylate hydrochloride), FC1=C(C(=O)O)C=CC=N1 (2-fluoronicotinic acid). The product is FC1=C(C(=O)N2CSCCC2C(=O)OCC)C=CC=N1 (ethyl N-(2-fluoronicotinoyl)-3,4,5,6-tetrahydro-2H-1,3-thiazine-4-carboxylate). Isolated yield 46.6%. RXN SMILES: Cl.[S:2]1[CH2:7][CH2:6][CH:5]([C:8]([O:10][CH2:11][CH3:12])=[O:9])[NH:4][CH2:3]1.[F:13][C:14]1[N:22]=[CH:21][CH:20]=[CH:19][C:15]=1[C:16](O)=[O:17]>>[F:13][C:14]1[N:22]=[CH:21][CH:20]=[CH:19][C:15]=1[C:16]([N:4]1[CH:5]([C:8]([O:10][CH2:11][CH3:12])=[O:9])[CH2:6][CH2:7][S:2][CH2:3]1)=[O:17] |f:0.1|. Procedure details: Ethyl N-(2-fluoronicotinoyl)-3,4,5,6-tetrahydro-2H-1,3-thiazine-4-carboxylate is prepared by the method described in European Patent Application EP 118321, but from 12.5 g of ethyl 3,4,5,6-tetrahydro-2H-1,3-thiazine-4-carboxylate hydrochloride and 13.5 g of 2-fluoronicotinic acid. 8.2 g of ethyl N-(2-fluoronicotinoyl)-3,4,5,6-tetrahydro-2H-1,3-thiazine-4-carboxylate are thus obtained in the form of light-yellow oil, employed as such in the following reaction. The reactants are [H-].[Na+] (sodium hydride), FC1=C(C(=C(C=C1OC)OC)F)NCC=1C(=NC(=NC1)SC)NCC ((5-[(2,6-difluoro-3,5-dimethoxy-phenylamino)-methyl]-2-methylsulfanyl-pyrimidin-4-yl)-ethyl-amine), C(=O)(N1C=NC=C1)N1C=NC=C1 (1,1′-carbonyldiimidazole). The solvent is O1CCCC1 (tetrahydrofuran). Conditions: temperature 0 celsius, time 30 minute. Product: FC1=C(C(=C(C=C1OC)OC)F)N1C(N(C2=NC(=NC=C2C1)SC)CC)=O (3-(2,6-Difluoro-3,5-dimethoxy-phenyl)-1-ethyl-7-methylsulfanyl-3,4-dihydro-1H-pyrimido[4,5-d]pyrimidin-2-one). Isolated yield 92.1%. Reaction SMILES: [F:1][C:2]1[C:7]([O:8][CH3:9])=[CH:6][C:5]([O:10][CH3:11])=[C:4]([F:12])[C:3]=1[NH:13][CH2:14][C:15]1[C:16]([NH:23][CH2:24][CH3:25])=[N:17][C:18]([S:21][CH3:22])=[N:19][CH:20]=1.[H-].[Na+].[C:28](N1C=CN=C1)(N1C=CN=C1)=[O:29]>O1CCCC1>[F:1][C:2]1[C:7]([O:8][CH3:9])=[CH:6][C:5]([O:10][CH3:11])=[C:4]([F:12])[C:3]=1[N:13]1[CH2:14][C:15]2[C:16](=[N:17][C:18]([S:21][CH3:22])=[N:19][CH:20]=2)[N:23]([CH2:24][CH3:25])[C:28]1=[O:29] |f:1.2|. Reported procedure: A solution of 4.92 g (11.58 mmol) of (5-[(2,6-difluoro-3,5-dimethoxy-phenylamino)-methyl]-2-methylsulfanyl-pyrimidin-4-yl)-ethyl-amine in 85 mL of anhydrous tetrahydrofuran was cooled to 0° C. using an ice/acetone bath. The reaction mixture was treated with 1.16 g (28.95 mmol) of sodium hydride and continued stirring at 0° C. for 30 minutes. After 30 minutes, 5.63 g (34.74 mmol) of 1,1′-carbonyldiimidazole was added and continued to stir at 0° C. for an additional 30 minutes. After 1 hour, the i... Reactants: ice water, FC(C=1C=NC(=CC1)Cl)(F)F (3-trifluoromethyl-6-chloropyridine), C([O-])([O-])=O.[K+].[K+] (potassium carbonate), CC(C(C)=O)(CO)C (3,3-Dimethyl-4-hydroxybutan-2-one). Run in CS(=O)C (dimethyl sulfoxide). Run at temperature 115 celsius, time 20 minute. Product: CC(C(C)=O)(COC1=NC=C(C=C1)C(F)(F)F)C (3,3-dimethyl-4-(5-trifluoromethylpyridine-2-yloxy)butan-2-one). Isolated yield 98.5%. As a reaction SMILES: [CH3:1][C:2]([CH3:8])([CH2:6][OH:7])[C:3](=[O:5])[CH3:4].[F:9][C:10]([F:19])([F:18])[C:11]1[CH:12]=[N:13][C:14](Cl)=[CH:15][CH:16]=1.C(=O)([O-])[O-].[K+].[K+]>CS(C)=O>[CH3:1][C:2]([CH3:8])([CH2:6][O:7][C:14]1[CH:15]=[CH:16][C:11]([C:10]([F:19])([F:18])[F:9])=[CH:12][N:13]=1)[C:3](=[O:5])[CH3:4] |f:2.3.4|. Procedure: 3,3-Dimethyl-4-hydroxybutan-2-one (11.2 g) was dissolved in 50 ml of dimethyl sulfoxide, and nitrogen gas was passed therethrough for 20 minutes. Then, 18.2 g of 3-trifluoromethyl-6-chloropyridine and 15 g of anhydrous potassium carbonate were added thereto, and the solution was gradually heated to 115° C. and reacted under stirring for 4 hours at that temperature. After completion of the reaction, the product was put into ice water, extracted with methylene chloride, washed with water and dried... Product: CCOC(=O)C1CCCCN1CCC=C1c2ccccc2CCc2ccccc21. RXN SMILES: [Br:1][CH2:2][CH2:3][CH:4]=[C:5]1[c:6]2[c:7]([cH:16][cH:17][cH:18][cH:19]2)[CH2:8][CH2:9][c:10]2[c:11]1[cH:12][cH:13][cH:14][cH:15]2.[C:20](=[O:21])([O-:22])[O-:23].[CH2:27]([CH3:28])[O:29][C:30](=[O:31])[CH:32]1[NH:33][CH2:34][CH2:35][CH2:36][CH2:37]1.[CH2:44]([C:45]([CH3:46])=[O:47])[CH3:48].[CH3:38][CH2:39][O:40][C:41](=[O:42])[CH3:43].[ClH:26].[K+:24].[K+:25]>>[CH2:2]([CH2:3][CH:4]=[C:5]1[c:6]2[c:7]([cH:16][cH:17][cH:18][cH:19]2)[CH2:8][CH2:9][c:10]2[c:11]1[cH:12][cH:13][cH:14][cH:15]2)[N:33]1[CH:32]([C:30]([O:29][CH2:27][CH3:28])=[O:31])[CH2:37][CH2:36][CH2:35][CH2:34]1. Starting materials: BrCCC=C1c2ccccc2CCc2ccccc21, O=C([O-])[O-], CCOC(=O)C1CCCCN1, CCC(C)=O, CCOC(C)=O, Cl, [K+], [K+].